Dataset: the Open Reaction Database (ORD), a public repository of structured organic reaction records. Task: describe an organic reaction: reactants, conditions, products, and yield The solvent is CS(=O)C (DMSO). RXN SMILES: [Cl:1][C:2]1[S:6][C:5]([C:7]([NH:9][CH2:10][C:11]2[N:12]=[CH:13][N:14]([C:16]3[CH:21]=[CH:20][C:19](I)=[C:18]([F:23])[CH:17]=3)[CH:15]=2)=[O:8])=[CH:4][CH:3]=1.[OH:24][C:25]1[CH:30]=[CH:29][CH:28]=[CH:27][N:26]=1.OC1C=CC=C2C=1N=CC=C2.C([O-])([O-])=O.[K+].[K+]>CS(C)=O.[Cu]I>[Cl:1][C:2]1[S:6][C:5]([C:7]([NH:9][CH2:10][C:11]2[N:12]=[CH:13][N:14]([C:16]3[CH:21]=[CH:20][C:19]([N:26]4[CH:27]=[CH:28][CH:29]=[CH:30][C:25]4=[O:24])=[C:18]([F:23])[CH:17]=3)[CH:15]=2)=[O:8])=[CH:4][CH:3]=1 |f:3.4.5|. The reagents and catalysts are [Cu]I (CuI). Yields the product ClC1=CC=C(S1)C(=O)NCC=1N=CN(C1)C1=CC(=C(C=C1)N1C(C=CC=C1)=O)F (5-chloro-N-((1-(3-fluoro-4-(2-oxopyridin-1(2H)-yl)phenyl)-1H-imidazol-4-yl)methyl)thiophene-2-carboxamide). Starting materials: ClC1=CC=C(S1)C(=O)NCC=1N=CN(C1)C1=CC(=C(C=C1)I)F (5-chloro-N-((1-(3-fluoro-4-iodophenyl)-1H-imidazol-4-yl)methyl)thiophene-2-carboxamide), OC1=NC=CC=C1 (2-hydroxypyridine), OC=1C=CC=C2C=CC=NC12 (8-hydroxyquinoline), C(=O)([O-])[O-].[K+].[K+] (K2CO3). Procedure: A mixture of 5-chloro-N-((1-(3-fluoro-4-iodophenyl)-1H-imidazol-4-yl)methyl)thiophene-2-carboxamide (83 mg, 0.14 mmol), 2-hydroxypyridine 1-7 (30 mg, 0.31 mmol), 8-hydroxyquinoline (10 mg, 0.069 mmol) and K2CO3 (50 mg, 0.36 mmol) in DMSO (1 mL) was degassed with Ar before being charged with CuI (15 mg, 0.079 mmol). The mixture was heated at 130° C. in a sealed tube for 4 h. It was then purified by HPLC to give the titled compound (8 mg). MS 429.0 and 431.0 (M+H, Cl pattern). Reaction conditions: temperature 130 celsius. Isolated yield 13.3%. Reported procedure: Acetic formic anhydride (1.85 g) was added to a solution of 2-amino-6-methylbenzyl alcohol (2.74 g) in benzene (55 ml) at room temperature. After being stirred for 2 hours, the mixture was diluted with n-hexane (10 ml) and the precipitates were collected by filtration to give 2-formamido-6-methylbenzyl alcohol (2.8 g). Solvent: C1=CC=CC=C1 (benzene), CCCCCC (n-hexane). Yields the product C(=O)NC1=C(CO)C(=CC=C1)C (2-formamido-6-methylbenzyl alcohol). As a reaction SMILES: [CH:1](OC(=O)C)=[O:2].[NH2:7][C:8]1[CH:15]=[CH:14][CH:13]=[C:12]([CH3:16])[C:9]=1[CH2:10][OH:11]>C1C=CC=CC=1.CCCCCC>[CH:1]([NH:7][C:8]1[CH:15]=[CH:14][CH:13]=[C:12]([CH3:16])[C:9]=1[CH2:10][OH:11])=[O:2]. Reactants: C(=O)OC(C)=O (Acetic formic anhydride), NC1=C(CO)C(=CC=C1)C (2-amino-6-methylbenzyl alcohol). Isolated yield 84.9%. Conditions: time 2 hour. Reactants: C(C)(C)(C)OC(=O)N1C(COCC1)CO (3-hydroxymethyl-morpholine-4-carboxylic acid tert-butyl ester), C(C)(C)(C)OC(=O)N1C(COCC1)CO (3-hydroxymethyl-morpholine-4-carboxylic acid tert-butyl ester), [H-].[Na+] (NaH), [N+](=O)([O-])C1=CC=C(C=C1)OC(=O)N1CCN(CC1)C1=C(C=C(C=C1)F)F (4-(2,4-Difluorophenyl)-piperazine-1-carboxylic acid 4-nitrophenyl ester), [N+](=O)([O-])C1=CC=C(C=C1)OC(=O)N1CCN(CC1)C1=C(C=C(C=C1)F)F (4-(2,4-Difluorophenyl)-piperazine-1-carboxylic acid 4-nitrophenyl ester). Run in C1CCOC1 (THF), C1CCOC1 (THF). Conditions: time 35 minute. Product: C(C)(C)(C)OC(=O)N1C(COCC1)COC(=O)N1CCN(CC1)C1=C(C=C(C=C1)F)F (3-[4-(2,4-difluoro-phenyl)-piperazine-1-carbonyloxymethyl]-morpholine-4-carboxylic acid tert-butyl ester). The yield is 50.7%. RXN SMILES: [C:1]([O:5][C:6]([N:8]1[CH2:13][CH2:12][O:11][CH2:10][CH:9]1[CH2:14][OH:15])=[O:7])([CH3:4])([CH3:3])[CH3:2].[H-].[Na+].[N+](C1C=CC([O:27][C:28]([N:30]2[CH2:35][CH2:34][N:33]([C:36]3[CH:41]=[CH:40][C:39]([F:42])=[CH:38][C:37]=3[F:43])[CH2:32][CH2:31]2)=O)=CC=1)([O-])=O>C1COCC1>[C:1]([O:5][C:6]([N:8]1[CH2:13][CH2:12][O:11][CH2:10][CH:9]1[CH2:14][O:15][C:28]([N:30]1[CH2:31][CH2:32][N:33]([C:36]2[CH:41]=[CH:40][C:39]([F:42])=[CH:38][C:37]=2[F:43])[CH2:34][CH2:35]1)=[O:27])=[O:7])([CH3:4])([CH3:3])[CH3:2] |f:1.2|. Procedure: 3-Hydroxymethyl-morpholine-4-carboxylic acid tert-butyl ester (Intermediate 7; 250 mg, 0.76 mmol) in THF (5 mL) was added dropwise to a suspension of NaH (60% dispersion in oil, prewashed with hexane; 138 mg, 3.45 mmol) in anhydrous THF (5 mL) at 0° C. and stirred under nitrogen for 35 minutes. 4-(2,4-Difluorophenyl)-piperazine-1-carboxylic acid 4-nitrophenyl ester (Intermediate 12; 501 mg, 1.38 mmol) was added and the reaction mixture was stirred at room temperature overnight. The reaction mixt... Reactants: ClC1=CC=C(CBr)C=C1 (4-chlorobenzyl bromide), C(C(C)C)=O (Isobutyraldehyde), [Mg] (magnesium), solution. The reagents and catalysts are II (iodine). Solvent: CCOCC (ether), CCOCC (ether), CCOCC (ether). Run at temperature 45 celsius, time 8 hour. Product: ClC1=CC=C(C=C1)CC(C(C)C)O (1-(4-chlorophenyl)-3-methylbutan-2-ol). Isolated yield 42.6%. Reaction SMILES: [Mg].[Cl:2][C:3]1[CH:10]=[CH:9][C:6]([CH2:7]Br)=[CH:5][CH:4]=1.[CH:11](=[O:15])[CH:12]([CH3:14])[CH3:13]>CCOCC.II>[Cl:2][C:3]1[CH:10]=[CH:9][C:6]([CH2:7][CH:11]([OH:15])[CH:12]([CH3:14])[CH3:13])=[CH:5][CH:4]=1. Reported procedure: To a suspension of magnesium (2.98 g, 0.123 mol) in ether (30 mL) was added iodine (0.165 g, 0.000651 mol). To this was slowly added a solution of 4-chlorobenzyl bromide (24.00 g, 0.1168 mol) in ether (100 mL). Upon addition of approximately 1 mL of solution an exotherm was noted and the mixture reached reflux. The addition of solution was slowly continued to maintain a gentle reflux (˜90 min). On completion of addition, the reaction was heated for 30 minutes at 45° C. The reaction was then cool... Reactants: C[O-], CO, Oc1cc2cccc(F)c2cn1, [Na+], CN(C)C=O. Yields the product COc1cccc2cc(O)ncc12. As a reaction SMILES: [CH3:13][O-:14].[CH3:21][OH:22].[F:1][c:2]1[cH:3][cH:4][cH:5][c:6]2[cH:7][c:8]([OH:12])[n:9][cH:10][c:11]12.[Na+:15].[O:16]=[CH:17][N:18]([CH3:19])[CH3:20]>>[c:2]1([O:14][CH3:13])[cH:3][cH:4][cH:5][c:6]2[cH:7][c:8]([OH:12])[n:9][cH:10][c:11]12. Starting materials: BrC1=CC=C(C=C1)C(C)NCC=1C=NC=CC1 (N-(1-(4-bromophenyl)ethyl)pyrid-3-ylmethylamine), FC(CS(=O)(=O)Cl)(F)F (2,2,2-trifluoroethylsulfonyl chloride). The reagents and catalysts are CN(C1=CC=NC=C1)C (4-(dimethylamino)pyridine). The solvent is ClCCl (dichloromethane). Conditions: time 15 minute. Yields the product BrC1=CC=C(C=C1)C(C)N(S(=O)(=O)CC(F)(F)F)CC=1C=NC=CC1 (N-(1-(4-Bromophenyl)ethyl)-N-(2,2,2-trifluroethanesulfonyl)pyrid-3-ylmethylamine). RXN SMILES: [Br:1][C:2]1[CH:7]=[CH:6][C:5]([CH:8]([NH:10][CH2:11][C:12]2[CH:13]=[N:14][CH:15]=[CH:16][CH:17]=2)[CH3:9])=[CH:4][CH:3]=1.[F:18][C:19]([F:26])([F:25])[CH2:20][S:21](Cl)(=[O:23])=[O:22]>CN(C)C1C=CN=CC=1.ClCCl>[Br:1][C:2]1[CH:7]=[CH:6][C:5]([CH:8]([N:10]([CH2:11][C:12]2[CH:13]=[N:14][CH:15]=[CH:16][CH:17]=2)[S:21]([CH2:20][C:19]([F:26])([F:25])[F:18])(=[O:23])=[O:22])[CH3:9])=[CH:4][CH:3]=1. Procedure details: A solution of N-(1-(4-bromophenyl)ethyl)pyrid-3-ylmethylamine (630 mg, 2.16 mmol) and 4-(dimethylamino)pyridine (263 mg, 2.16 mmol) in 18 ml of dichloromethane was treated with 2,2,2-trifluoroethylsulfonyl chloride (420 mg, 2.3 mmol) with stirring for 15 minutes at room temperature. The solution was concentrated to approximately 2 ml and directly purified by radial chromatography on a 1 micron silica plate, eluting with 3% methanol/dichloromethane. The fractions were concentrated to afford the t... The reactants are [Br-], CCC1Cc2c(C)c(OCc3ccccc3)c(C)c(C)c2O1, [K+]. Product: CCC1Cc2c(C)c(O)c(C)c(C)c2O1. Reaction SMILES: [Br-:23].[CH2:1]([CH3:2])[CH:3]1[O:4][c:5]2[c:6]([c:8]([CH3:22])[c:9]([O:14][CH2:15][c:16]3[cH:17][cH:18][cH:19][cH:20][cH:21]3)[c:10]([CH3:13])[c:11]2[CH3:12])[CH2:7]1.[K+:24]>>[CH2:1]([CH3:2])[CH:3]1[O:4][c:5]2[c:6]([c:8]([CH3:22])[c:9]([OH:14])[c:10]([CH3:13])[c:11]2[CH3:12])[CH2:7]1. The reactants are N12C[C@@H](C(CC1)CC2)OC(=O)C2(CCCCCC2)C2=CC(=CC=C2)F (1-(3-Fluoro-phenyl)-cycloheptanecarboxylic acid (R)-(1-aza-bicyclo[2.2.2]oct-3-yl)ester), BrCC(=O)NC1=NC=CN=C1 (2-bromo-N-pyrazin-2-yl-acetamide). The solvent is C(C)#N (acetonitrile), C(C)OCC (diethyl ether). Reaction conditions: time 3 day. Product: [Br-].FC=1C=C(C=CC1)C1(CCCCCC1)C(=O)O[C@H]1C[N+]2(CCC1CC2)CC(NC2=NC=CN=C2)=O ((R)-3-[1-(3-Fluoro-phenyl)-cycloheptanecarbonyloxy]-1-(pyrazin-2-ylcarbamoylmethyl)-1-azonia-bicyclo[2.2.2]octane bromide). Isolated yield 62.3%. RXN SMILES: [N:1]12[CH2:8][CH2:7][CH:4]([CH2:5][CH2:6]1)[C@@H:3]([O:9][C:10]([C:12]1([C:19]3[CH:24]=[CH:23][CH:22]=[C:21]([F:25])[CH:20]=3)[CH2:18][CH2:17][CH2:16][CH2:15][CH2:14][CH2:13]1)=[O:11])[CH2:2]2.[Br:26][CH2:27][C:28]([NH:30][C:31]1[CH:36]=[N:35][CH:34]=[CH:33][N:32]=1)=[O:29]>C(#N)C.C(OCC)C>[Br-:26].[F:25][C:21]1[CH:20]=[C:19]([C:12]2([C:10]([O:9][C@@H:3]3[CH:4]4[CH2:5][CH2:6][N+:1]([CH2:27][C:28](=[O:29])[NH:30][C:31]5[CH:36]=[N:35][CH:34]=[CH:33][N:32]=5)([CH2:8][CH2:7]4)[CH2:2]3)=[O:11])[CH2:18][CH2:17][CH2:16][CH2:15][CH2:14][CH2:13]2)[CH:24]=[CH:23][CH:22]=1 |f:4.5|. Procedure details: 1-(3-Fluoro-phenyl)-cycloheptanecarboxylic acid (R)-(1-aza-bicyclo[2.2.2]oct-3-yl)ester (Example 12d) (0.100 g) was dissolved in acetonitrile (8 mL) and 2-bromo-N-pyrazin-2-yl-acetamide (Example 11a) (0.05 g) was added. The reaction mixture was stirred for 3 days diluted with diethyl ether (8 mL), stirred for a further 10 minutes, the resulting solid was filtered and washed with diethyl ether (3×8 mL) to afford a solid which was recrystallised from hot butanone (8 mL) to afford the titled compou... Starting materials: [Cl-].[Al+3].[Cl-].[Cl-] (aluminum chloride), SCC (mercaptoethane), C(C)(C)(C)OC(=O)NC1=C(C=CC(=C1C)F)OC (2-(N-tert-butoxycarbonylamino)-4-fluoro-3-methylanisole). Solvent: ClCCl (dichloromethane). Reaction conditions: temperature 0 celsius. Product: NC1=C(C=CC(=C1C)F)O (2-Amino-4-fluoro-3-methylphenol). Reaction SMILES: SCC.[Cl-].[Al+3].[Cl-].[Cl-].C(OC([NH:15][C:16]1[C:21]([CH3:22])=[C:20]([F:23])[CH:19]=[CH:18][C:17]=1[O:24]C)=O)(C)(C)C>ClCCl>[NH2:15][C:16]1[C:21]([CH3:22])=[C:20]([F:23])[CH:19]=[CH:18][C:17]=1[OH:24] |f:1.2.3.4|. Procedure: To a mixture of mercaptoethane (56 ml) and dichloromethane (56 ml) was added aluminum chloride (22.4 g, 168 mmoles) under stirring at 0° C. To this was then added 2-(N-tert-butoxycarbonylamino)-4-fluoro-3-methylanisole (12.6 g, 56 mmoles) slowly at room temperature. Stirring continued for 11/2 hours. The reaction was quenched by adding ice and water and the solution acidified with 1N HCl. The organic substance was extracted with ethyl acetate (x3). The combined extracts were washed with NaHCO3 a...